This data is from the Open Reaction Database (ORD), a public repository of structured organic reaction records. The task is: describe an organic reaction: reactants, conditions, products, and yield Reactants: C(=O)(Cl)Cl (phosgene), C(=C)OC1CCCCC1 (cyclohexyl vinyl ether), C(=O)(Cl)Cl (phosgene). Run at temperature 50 celsius, time 5 hour. The product is C1(CCCCC1)OC=CC(=O)Cl (3-Cyclohexyloxyacryloyl chloride). Isolated yield 88.0%. RXN SMILES: [C:1]([Cl:4])(Cl)=[O:2].[CH:5]([O:7][CH:8]1[CH2:13][CH2:12][CH2:11][CH2:10][CH2:9]1)=[CH2:6]>>[CH:8]1([O:7][CH:5]=[CH:6][C:1]([Cl:4])=[O:2])[CH2:13][CH2:12][CH2:11][CH2:10][CH2:9]1. Reported procedure: 50 g (0.5 mol) of phosgene were condensed into a stirred apparatus fitted with a -78° C. dry-ice condenser. 50.5 g (0.4 mol) of cyclohexyl vinyl ether were subsequently added dropwise at 20° C. over the course of 3 hours. The mixture was subsequently stirred at 50° C. for a further 5 hours. The excess phosgene was expelled by means of nitrogen, and the crude product was worked up by distillation at 110° C./2.5 mbar, giving 66.4 g (88%) of valuable product. Starting materials: [N+](=O)([O-])C=1C=C(CBr)C=CC1 (3-nitrobenzylbromide), BrC=1C=C(C=O)C=C(C1O)OCC (3-bromo-5-ethoxy-4-hydroxy benzaldehyde), C(=O)([O-])[O-].[K+].[K+] (K2CO3). The reagents and catalysts are [N+](CCCC)(CCCC)(CCCC)CCCC.[I-] (Bu4NI). Solvent: CN(C)C=O (DMF), C(C)(=O)OCC (ethyl acetate). Run at temperature 60 celsius, time 2 hour. Yields the product BrC=1C=C(C=O)C=C(C1OCC1=CC(=CC=C1)[N+](=O)[O-])OCC (3-Bromo-5-ethoxy-4-(3-nitro-benzyloxy)-benzaldehyde). RXN SMILES: [N+:1]([C:4]1[CH:5]=[C:6]([CH:9]=[CH:10][CH:11]=1)[CH2:7]Br)([O-:3])=[O:2].[Br:12][C:13]1[CH:14]=[C:15]([CH:18]=[C:19]([O:22][CH2:23][CH3:24])[C:20]=1[OH:21])[CH:16]=[O:17].C([O-])([O-])=O.[K+].[K+]>[N+](CCCC)(CCCC)(CCCC)CCCC.[I-].CN(C=O)C.C(OCC)(=O)C>[Br:12][C:13]1[CH:14]=[C:15]([CH:18]=[C:19]([O:22][CH2:23][CH3:24])[C:20]=1[O:21][CH2:7][C:6]1[CH:9]=[CH:10][CH:11]=[C:4]([N+:1]([O-:3])=[O:2])[CH:5]=1)[CH:16]=[O:17] |f:2.3.4,5.6|. Procedure details: A mixture of 3-nitrobenzylbromide (2 g), 3-bromo-5-ethoxy-4-hydroxy benzaldehyde (2.06 g), K2CO3 (2.55 g) and Bu4NI (186 mg) in DMF (50 ml) was stirred at 60° C. for 2 h. The reaction mixture was diluted with ethyl acetate and washed with water and brine. The organic layer was dried (MgSO4), filtered and concentrated in vacuo. The residue was recrystallized from heptane. Reactants: CCCCN(CC)c1c2c(nc3c(-c4ccc(O)cc4C)c(CO)nn13)CCC2, ClCCl, CI, [Cl-], [H-], [NH4+], [Na+]. Product: CCCCN(CC)c1c2c(nc3c(-c4ccc(OC)cc4C)c(CO)nn13)CCC2. Reaction SMILES: [CH2:1]([CH3:2])[N:3]([CH2:4][CH2:5][CH2:6][CH3:7])[c:8]1[c:9]2[c:10]([n:11][c:12]3[n:13]1[n:14][c:15]([CH2:25][OH:26])[c:16]3-[c:17]1[c:18]([CH3:24])[cH:19][c:20]([OH:23])[cH:21][cH:22]1)[CH2:27][CH2:28][CH2:29]2.[CH2:36]([Cl:37])[Cl:38].[CH3:32][I:33].[Cl-:34].[H-:30].[NH4+:35].[Na+:31]>>[CH2:1]([CH3:2])[N:3]([CH2:4][CH2:5][CH2:6][CH3:7])[c:8]1[c:9]2[c:10]([n:11][c:12]3[n:13]1[n:14][c:15]([CH2:25][OH:26])[c:16]3-[c:17]1[c:18]([CH3:24])[cH:19][c:20]([O:23][CH3:32])[cH:21][cH:22]1)[CH2:27][CH2:28][CH2:29]2. Yields the product OC1=C(C=C(C=C1C(C1=CC=CC=C1)(C)C)C(C1=CC=CC=C1)(C)C)N1N=C2C(=N1)C=CC=C2 (2-[2-Hydroxy-3,5-di-(α,α-dimethylbenzyl)phenyl]-2H-benzotriazole). Reaction conditions: temperature 40 celsius, time 3 hour. Reactants: Cl (hydrochloric acid), [N+](=O)([O-])C1=C(C=CC=C1)N=NC1=C(C(=CC(=C1)C(C1=CC=CC=C1)(C)C)C(C1=CC=CC=C1)(C)C)O (2-Nitro-2'-hydroxy-3',5'-di(α,α-dimethylbenzyl)azobenzene), C1(=CC=CC=C1)C (toluene), 50.15, [OH-].[Na+] (sodium hydroxide). Reported procedure: To a 5-liter 3-necked flask fitted with a stirrer, thermometer, reflux condenser and nitrogen inlet was charged 386 grams (0.805 mol) of the o-nitroazobenzene intermediate of Example 2 and 1200 ml of toluene. To the resulting solution was added 240 ml of isopropanol and 240 ml of water. A nitrogen atmosphere was imposed and 160 ml of 50.15 aqueous sodium hydroxide was added. A flask containing 158.2 grams (2.42 gram-atoms) of zinc was connected to the reaction flask by Gooch rubber tubing and th... Reaction SMILES: [N+:1]([C:4]1[CH:9]=[CH:8][CH:7]=[CH:6][C:5]=1[N:10]=[N:11][C:12]1[CH:17]=[C:16]([C:18]([CH3:26])([CH3:25])[C:19]2[CH:24]=[CH:23][CH:22]=[CH:21][CH:20]=2)[CH:15]=[C:14]([C:27]([CH3:35])([CH3:34])[C:28]2[CH:33]=[CH:32][CH:31]=[CH:30][CH:29]=2)[C:13]=1[OH:36])([O-])=O.C1(C)C=CC=CC=1.[OH-].[Na+].Cl>[Zn].O.C(O)(C)C>[OH:36][C:13]1[C:14]([C:27]([CH3:35])([CH3:34])[C:28]2[CH:33]=[CH:32][CH:31]=[CH:30][CH:29]=2)=[CH:15][C:16]([C:18]([CH3:26])([CH3:25])[C:19]2[CH:24]=[CH:23][CH:22]=[CH:21][CH:20]=2)=[CH:17][C:12]=1[N:11]1[N:10]=[C:5]2[CH:6]=[CH:7][CH:8]=[CH:9][C:4]2=[N:1]1 |f:2.3|. Reagents/catalysts: [Zn] (zinc), [Zn] (zinc), [Zn] (zinc), [Zn] (zinc). The solvent is O (water), C(C)(C)O (isopropanol).